Dataset: the Open Reaction Database (ORD), a public repository of structured organic reaction records. Task: describe an organic reaction: reactants, conditions, products, and yield Reactants: C(C1=CC=CC=C1)N1C(=NC2=C1C=C(C=C2)OCC2=NC1=CC=CC=C1C=C2)CC(C(=O)OCC)(C)C (ethyl 3-(1-benzyl-6-(quinolin-2-ylmethoxy)-1H-benzo[d]imidazol-2-yl)-2,2-dimethylpropanoate), BrCC1=CC=CC=C1 ((bromomethyl)benzene). Yields the product C(C1=CC=CC=C1)N1C(=NC2=C1C=CC(=C2)OCC2=NC1=CC=CC=C1C=C2)CC(C(=O)O)(C)C (3-[1-Benzyl-5-(quinolin-2-ylmethoxy)-1H-benzimidazol-2-yl]-2,2-dimethylpropanoic acid). As a reaction SMILES: C([N:8]1[C:12]2[CH:13]=[C:14]([O:17][CH2:18][C:19]3[CH:28]=[CH:27][C:26]4[C:21](=[CH:22][CH:23]=[CH:24][CH:25]=4)[N:20]=3)[CH:15]=[CH:16][C:11]=2[N:10]=[C:9]1[CH2:29][C:30]([CH3:37])([CH3:36])[C:31]([O:33]CC)=[O:32])C1C=CC=CC=1.Br[CH2:39][C:40]1[CH:45]=[CH:44][CH:43]=[CH:42][CH:41]=1>>[CH2:39]([N:10]1[C:11]2[CH:16]=[CH:15][C:14]([O:17][CH2:18][C:19]3[CH:28]=[CH:27][C:26]4[C:21](=[CH:22][CH:23]=[CH:24][CH:25]=4)[N:20]=3)=[CH:13][C:12]=2[N:8]=[C:9]1[CH2:29][C:30]([CH3:37])([CH3:36])[C:31]([OH:33])=[O:32])[C:40]1[CH:45]=[CH:44][CH:43]=[CH:42][CH:41]=1. Reported procedure: The title compound was prepared using analogous conditions described in Example 64 using ethyl 3-(1-benzyl-6-(quinolin-2-ylmethoxy)-1H-benzo[d]imidazol-2-yl)-2,2-dimethylpropanoate and (bromomethyl)benzene in Step A. MS (ESI): mass calcd. for C29H27N3O3, 465.21; m/z found, 466.0 [M+H]+. 1H NMR (400 MHz, CDCl3) δ 8.13-7.94 (m, 2H), 7.80-7.65 (m, 2H), 7.63-7.47 (m, 2H), 7.34-7.04 (m, 4H), 6.99-6.73 (m, 4H), 5.21 (s, 4H), 3.03 (s, 2H), 1.14 (s, 6H). Reaction SMILES: Br[C:2]1[CH:3]=[N:4][CH:5]=[C:6]([CH:10]=1)[C:7]([OH:9])=[O:8].S.[OH2:12]>[Cu]>[OH:12][C:2]1[CH:3]=[N:4][CH:5]=[C:6]([CH:10]=1)[C:7]([OH:9])=[O:8]. Conditions: time 8 hour. The yield is 62.0%. Product: OC=1C=NC=C(C(=O)O)C1 (5-hydroxynicotinic acid). Reactants: BrC=1C=NC=C(C(=O)O)C1 (5-bromonicotinic acid), S (H2S), O (water), pentahydrate, Na2S.H2O. Reported procedure: To 10.1 g (0.05 mol) of 5-bromonicotinic acid was added 10 g of NaOh dissolved in 63 mL of water, 3.1 g of coppersulfate pentahydrate and 0.42 g of copper (0). The reaction mixture was vigorously stirred and heated under reflux for 30 hours. After cooling the mixture to room temperature, 4.8 g of Na2S.H2O was added and stirring was pursued overnight. The reaction mixture was heated to 70° C. and treated with H2S gas until disappearance of the white precipitate (3 h). After cooling to room temper... The reagents and catalysts are [Cu] (copper (0)).